Dataset: the Open Reaction Database (ORD), a public repository of structured organic reaction records. Task: describe an organic reaction: reactants, conditions, products, and yield Reported procedure: A mixture of (R)-(5-(tert-butoxycarbonylamino)-5,6,7,8-tetrahydronaphthalen-2-yl)methyl methanesulfonate (400 mg, 1.13 mmol, 1.0 eq.), 2,2,2-trifluoroethanamine (360 μl, 4.52 mmol, 4.0 eq.) and K2CO3 (470 mg, 3.39 mmol, 3.0 eq.) in THF (10 ml) was heated at 100° C. in sealed tube for 16 h. After completion of the reaction (monitored by TLC), the mixture was diluted with ethyl acetate (50 ml), washed with water (20 ml) and brine (20 ml), and dried over Na2SO4. The solvent was evaporated under red... RXN SMILES: CS(O[CH2:6][C:7]1[CH:16]=[CH:15][C:14]2[C@H:13]([NH:17]C(OC(C)(C)C)=O)[CH2:12][CH2:11][CH2:10][C:9]=2[CH:8]=1)(=O)=O.[F:25][C:26]([F:30])([F:29])[CH2:27][NH2:28].C([O-])([O-])=O.[K+].[K+]>C1COCC1.C(OCC)(=O)C>[F:25][C:26]([F:30])([F:29])[CH2:27][NH:28][CH2:6][C:7]1[CH:8]=[C:9]2[C:14](=[CH:15][CH:16]=1)[C@H:13]([NH2:17])[CH2:12][CH2:11][CH2:10]2 |f:2.3.4|. Solvent: C1CCOC1 (THF), C(C)(=O)OCC (ethyl acetate). Reaction conditions: temperature 100 celsius. The product is FC(CNCC=1C=C2CCC[C@H](C2=CC1)N)(F)F ((R)-6-((2,2,2-Trifluoroethylamino)methyl)-1,2,3,4-tetrahydronaphthalen-1-amine). Reactants: CS(=O)(=O)OCC1=CC=2CCC[C@H](C2C=C1)NC(=O)OC(C)(C)C ((R)-(5-(tert-butoxycarbonylamino)-5,6,7,8-tetrahydronaphthalen-2-yl)methyl methanesulfonate), FC(CN)(F)F (2,2,2-trifluoroethanamine), C(=O)([O-])[O-].[K+].[K+] (K2CO3).